This data is from the Open Reaction Database (ORD), a public repository of structured organic reaction records. The task is: describe an organic reaction: reactants, conditions, products, and yield Reactants: C(C1=CC=CC=C1)OC1=CC(=CC2=C1C(CC(O2)(C)C)(O)CC(=O)OCC)C(CCCCCC)(C)C (5-benzyloxy-4-ethoxycarbonylmethyl-4-hydroxy-2,2-dimethyl-7(1,1-dimethylheptyl)-3,4-dihydro-2H-benzopyran), palladium-on-calcium carbonate, [H][H] (hydrogen). Solvent: CO (methanol). The product is OC1(CC(OC2=C1C(=CC(=C2)C(CCCCCC)(C)C)O)(C)C)CC(=O)OC (4,5-Dihydroxy-4-methoxycarbonylmethyl-2,2-dimethyl-7-(1,1-dimethylheptyl)-3,4-dihydro-2H-benzopyran). The yield is 33.3%. RXN SMILES: C([O:8][C:9]1[C:14]2[C:15]([CH2:22][C:23]([O:25][CH2:26]C)=[O:24])([OH:21])[CH2:16][C:17]([CH3:20])([CH3:19])[O:18][C:13]=2[CH:12]=[C:11]([C:28]([CH3:36])([CH3:35])[CH2:29][CH2:30][CH2:31][CH2:32][CH2:33][CH3:34])[CH:10]=1)C1C=CC=CC=1.[H][H]>CO>[OH:21][C:15]1([CH2:22][C:23]([O:25][CH3:26])=[O:24])[C:14]2[C:9]([OH:8])=[CH:10][C:11]([C:28]([CH3:35])([CH3:36])[CH2:29][CH2:30][CH2:31][CH2:32][CH2:33][CH3:34])=[CH:12][C:13]=2[O:18][C:17]([CH3:19])([CH3:20])[CH2:16]1. Reported procedure: A mixture of 655 mg (1.37 mmole) 5-benzyloxy-4-ethoxycarbonylmethyl-4-hydroxy-2,2-dimethyl-7(1,1-dimethylheptyl)-3,4-dihydro-2H-benzopyran, 133 mg 5% palladium-on-calcium carbonate and 50 ml methanol was hydrogenated at 38 psi (2.7 kg/cm2) until hydrogen uptake ceased. The mixture was filtered, the filtrate evaporated in vacuo and the residual oil taken up in hexane. Upon cooling, crystals formed which were collected by filtration, 66 mg. The mother liquor was evaporated in vacuo to an oil, pent... The reactants are O=C([O-])O, CS(=O)(=O)O, CO, [Na+], O, CC(=O)Nc1ccc(S(=O)(=O)N2CCCCC2c2cccnc2)cc1. The product is Nc1ccc(S(=O)(=O)N2CCCCC2c2cccnc2)cc1. RXN SMILES: [C:33](=[O:34])([OH:35])[O-:36].[CH3:1][S:2](=[O:3])(=[O:4])[OH:5].[CH3:6][OH:7].[Na+:37].[OH2:38].[n:8]1[cH:9][c:10]([CH:14]2[N:15]([S:20](=[O:21])(=[O:22])[c:23]3[cH:24][cH:25][c:26]([NH:29][C:30](=[O:31])[CH3:32])[cH:27][cH:28]3)[CH2:16][CH2:17][CH2:18][CH2:19]2)[cH:11][cH:12][cH:13]1>>[n:8]1[cH:9][c:10]([CH:14]2[N:15]([S:20](=[O:21])(=[O:22])[c:23]3[cH:24][cH:25][c:26]([NH2:29])[cH:27][cH:28]3)[CH2:16][CH2:17][CH2:18][CH2:19]2)[cH:11][cH:12][cH:13]1. Reactants: [BH4-].[Na+] (NaBH4), COCOC1=CC=C2C=CC(=NC2=C1[N+](=O)[O-])C=O (7-(Methoxymethoxy)-8-nitroquinolin-2-yl formaldehyde). Run in C(Cl)(Cl)Cl (chloroform), CCO (EtOH). Run at time 15 minute. Product: COCOC1=CC=C2C=CC(=NC2=C1[N+](=O)[O-])CO (7-(Methoxymethoxy)-8-nitroquinolin-2-yl methanol). The yield is 46.3%. RXN SMILES: [BH4-].[Na+].[CH3:3][O:4][CH2:5][O:6][C:7]1[C:16]([N+:17]([O-:19])=[O:18])=[C:15]2[C:10]([CH:11]=[CH:12][C:13]([CH:20]=[O:21])=[N:14]2)=[CH:9][CH:8]=1>CCO.C(Cl)(Cl)Cl>[CH3:3][O:4][CH2:5][O:6][C:7]1[C:16]([N+:17]([O-:19])=[O:18])=[C:15]2[C:10]([CH:11]=[CH:12][C:13]([CH2:20][OH:21])=[N:14]2)=[CH:9][CH:8]=1 |f:0.1|. Reported procedure: Referring to FIG. 20, NaBH4 was added to a solution of 9a (18.1 mg, 0.0691 mmol) in absolute EtOH (5 mL). The reaction mixture was stirred for 15 min, diluted with chloroform, washed with water followed by brine. The organic layer was dried over Na2SO4 and the solvent was evaporated to afford 10a (8.3 mg, 0.032 mmol, 45%) as a yellow solid: 1H NMR (CDCl3) δ 8.14 (1H, d, J=8.8 Hz), 7.90 (1H, d, J=9.2 Hz), 7.58 (1H, d, J=9.2 Hz), 7.31 (1H, d, J=8.4 Hz), 5.39 (2H, s), 4.91 (2H, s), 3.54 (3H, s); 13... The reactants are CCCC[N+](CCCC)(CCCC)CCCC, CC(C)(O)Cc1ccc2c(c1)c1cc(Cl)ccc1c1c2nc(-c2c(C#N)cccc2C#N)n1COCC[Si](C)(C)C, [F-]. Product: CC(C)(O)Cc1ccc2c(c1)c1cc(Cl)ccc1c1[nH]c(-c3c(C#N)cccc3C#N)nc21. RXN SMILES: [CH2:43]([N+:44]([CH2:45][CH2:46][CH2:47][CH3:48])([CH2:49][CH2:50][CH2:51][CH3:52])[CH2:53][CH2:54][CH2:55][CH3:56])[CH2:57][CH2:58][CH3:59].[Cl:1][c:2]1[cH:3][c:4]2[c:5]3[cH:6][c:7]([CH2:37][C:38]([CH3:39])([CH3:40])[OH:41])[cH:8][cH:9][c:10]3[c:11]3[c:12]([n:13]([CH2:26][O:27][CH2:28][CH2:29][Si:30]([CH3:31])([CH3:32])[CH3:33])[c:14](-[c:16]4[c:17]([C:18]#[N:19])[cH:20][cH:21][cH:22][c:23]4[C:24]#[N:25])[n:15]3)[c:34]2[cH:35][cH:36]1.[F-:42]>>[Cl:1][c:2]1[cH:3][c:4]2[c:5]3[cH:6][c:7]([CH2:37][C:38]([CH3:39])([CH3:40])[OH:41])[cH:8][cH:9][c:10]3[c:11]3[c:12]([nH:13][c:14](-[c:16]4[c:17]([C:18]#[N:19])[cH:20][cH:21][cH:22][c:23]4[C:24]#[N:25])[n:15]3)[c:34]2[cH:35][cH:36]1. Reactants: ClC1=C(C(=O)N=C=O)C=C(C=C1)CNC(C(F)(F)F)=O (2-chloro-5-((2,2,2-trifluoroacetamido)methyl)benzoyl isocyanate), COC(=O)C1=CC=C(C=C1)NNC(=O)OC(C)(C)C (tert-butyl 2-[4-(methoxycarbonyl)phenyl]hydrazinecarboxylate). Solvent: C(Cl)Cl (DCM), C(=O)(C(F)(F)F)O (TFA). The product is ClC1=C(C=C(C=C1)CNC(C(F)(F)F)=O)C1=NN(C(N1)=O)C1=CC=C(C(=O)OC)C=C1 (methyl 4-(3-(2-chloro-5-((2,2,2-trifluoroacetamido)methyl)phenyl)-5-oxo-4,5-dihydro-1H-1,2,4-triazol-1-yl)benzoate). Yield: 75.2%. RXN SMILES: [Cl:1][C:2]1[CH:12]=[CH:11][C:10]([CH2:13][NH:14][C:15](=[O:20])[C:16]([F:19])([F:18])[F:17])=[CH:9][C:3]=1[C:4]([N:6]=[C:7]=[O:8])=O.[CH3:21][O:22][C:23]([C:25]1[CH:30]=[CH:29][C:28]([NH:31][NH:32]C(OC(C)(C)C)=O)=[CH:27][CH:26]=1)=[O:24]>C(O)(C(F)(F)F)=O.C(Cl)Cl>[Cl:1][C:2]1[CH:12]=[CH:11][C:10]([CH2:13][NH:14][C:15](=[O:20])[C:16]([F:19])([F:18])[F:17])=[CH:9][C:3]=1[C:4]1[NH:6][C:7](=[O:8])[N:31]([C:28]2[CH:27]=[CH:26][C:25]([C:23]([O:22][CH3:21])=[O:24])=[CH:30][CH:29]=2)[N:32]=1. Reported procedure: The title compound was prepared according to the procedure described in step-1 and step-2 of Intermediate-9 by using 2-chloro-5-((2,2,2-trifluoroacetamido)methyl)benzoyl isocyanate (step-3 of Intermediate-26, 1.300 g, 4.2 mmol) and tert-butyl 2-[4-(methoxycarbonyl)phenyl]hydrazinecarboxylate (Intermediate-7, 1.150 g, 3.8 mmol) in TFA (5-7 mL) and DCM (40 mL). The reaction mass was quenched with water and extracted with DCM. The organic layer was dried over anhydrous sodium sulphate and concentra... Starting materials: C(#N)[BH3-].[Na+] (sodium cyanoborohydride), C=O (Formaldehyde), NC=1C=C(C(=O)NC2=NC=C(C=C2)C(=O)O)C=C(C1)OCCC1=C(N=CS1)C (2-[3-amino-5-(4-methyl-thiazol-5-yl) ethoxy benzoyl]amino-5-pyridine carboxylic acid), 4A. Solvent: CO (methanol). Run at time 40 hour. Yields the product CN(C=1C=C(C(=O)NC2=NC=C(C=C2)C(=O)O)C=C(C1)OCCC1=C(N=CS1)C)C (2-{3-dimethylamino-5-[2-(4-methyl-thiazol-5-yl)ethoxy]benzoylamino}-5-pyridine Carboxylic Acid). The yield is 19.0%. Reaction SMILES: [CH2:1]=O.N[C:4]1[CH:5]=[C:6]([CH:19]=[C:20]([O:22][CH2:23][CH2:24][C:25]2[S:29][CH:28]=[N:27][C:26]=2[CH3:30])[CH:21]=1)[C:7]([NH:9][C:10]1[CH:15]=[CH:14][C:13]([C:16]([OH:18])=[O:17])=[CH:12][N:11]=1)=[O:8].[C:31]([BH3-])#[N:32].[Na+]>CO>[CH3:1][N:32]([CH3:31])[C:4]1[CH:5]=[C:6]([CH:19]=[C:20]([O:22][CH2:23][CH2:24][C:25]2[S:29][CH:28]=[N:27][C:26]=2[CH3:30])[CH:21]=1)[C:7]([NH:9][C:10]1[CH:15]=[CH:14][C:13]([C:16]([OH:18])=[O:17])=[CH:12][N:11]=1)=[O:8] |f:2.3|. Procedure details: Formaldehyde (37% wt. in water) (0.021 ml, 0.75 mM) was added to a solution of 2-[3-amino-5-(4-methyl-thiazol-5-yl) ethoxy benzoyl]amino-5-pyridine carboxylic acid (0.10 g 0.25 mM) and 4A molecular sieves (0.25 g) in methanol (15 ml), under an inert atmosphere at room temperature. After 1 hr sodium cyanoborohydride (0.019 g, 0.3 mM) was added and the reaction mixture stirred for 40 hrs. The reaction mixture was filtered, concentrated in vacuo, 2M NaOH added to pH=11–12 then acidified with 2M HCl... The reactants are C(C)(=O)OC1CC([NH+](C(C1)(C)C)[O-])(C)C (4-acetyloxy-2,2,6,6-tetramethylpiperidine-N-oxide), C(C)(C)(C)OOC(C)(C)C (t-butyl peroxide), C1(=CC=CC=C1)C(C)C (cumene). Reaction conditions: time 30 minute. The product is C(C)(C)(C1=CC=CC=C1)ON1C(CC(CC1(C)C)OC(C)=O)(C)C (1-cumyloxy-2,2,6,6-tetramethyl-4-acetyloxypiperidine). As a reaction SMILES: [C:1]([O:4][CH:5]1[CH2:10][C:9]([CH3:12])([CH3:11])[NH+:8]([O-:13])[C:7]([CH3:15])([CH3:14])[CH2:6]1)(=[O:3])[CH3:2].C(OOC(C)(C)C)(C)(C)C.[C:26]1([CH:32]([CH3:34])[CH3:33])[CH:31]=[CH:30][CH:29]=[CH:28][CH:27]=1>>[C:32]([O:13][N:8]1[C:9]([CH3:12])([CH3:11])[CH2:10][CH:5]([O:4][C:1](=[O:3])[CH3:2])[CH2:6][C:7]1([CH3:15])[CH3:14])([C:26]1[CH:31]=[CH:30][CH:29]=[CH:28][CH:27]=1)([CH3:34])[CH3:33]. Reported procedure: 4.3 g (20 mmol) of 4-acetyloxy-2,2,6,6-tetramethylpiperidine-N-oxide synthesized by the method described in Synthesis Example 1 was dissolved in 20 mL of cumene and 11.7 g (80 mmol) of t-butyl peroxide was added slowly. After a nitrogen bubbling for 30 minutes, it was transferred to a UV laboratory reaction apparatus (System1) made by Heraeus K. K. Light irradiation was performed using a TQ150 type lamp for 10 minutes to carry out a reaction. The reaction mixture was concentrated by a rotary eva... Reactants: C(C)C1=CC=C(O1)C=CC(=O)[O-] (3-(5-ethyl-2-furanyl)propenoate), C(C)O (ethanol). The reagents and catalysts are [Pd] (palladium on carbon). Product: C(C)C1=CC=C(O1)CCC(=O)OC (methyl 3-(5-ethyl-2-furanyl)propanoate). As a reaction SMILES: [CH2:1]([C:3]1[O:7][C:6]([CH:8]=[CH:9][C:10]([O-:12])=[O:11])=[CH:5][CH:4]=1)[CH3:2].[CH2:13](O)C>[Pd]>[CH2:1]([C:3]1[O:7][C:6]([CH2:8][CH2:9][C:10]([O:12][CH3:13])=[O:11])=[CH:5][CH:4]=1)[CH3:2]. Procedure details: To a suspension of ethanol (200 mL) and 300 mg of 5% palladium on carbon was added 14.8 g (82.1 mmol) of 3-(5-ethyl-2-furanyl)propenoate at room temperature and the mixture was placed on a Paar hydrogenator and hydrogenated with H2. Palladium on carbon was filtered off bypassing the reaction mixture through a filter aid, Super-Cel™ and the residue was washed with ethanol several times. The filtrate was concentrated in vacuo, methylene chloride was added to the residue and the solvent was removed... Starting materials: COCN(CC1=CC=CC=C1)C[Si](C)(C)C (N-methoxymethyl-N-(phenylmethyl)trimethylsilylmethylamine), COCN(CC1=CC=CC=C1)C[Si](C)(C)C (N-methoxymethyl-N-(phenylmethyl)trimethylsilylmethylamine), C(C)OC(\C(=C\C1=CC(=C(C=C1)OC)OC1CCCC1)\C)=O ((E)-3-(3-cyclopentyloxy-4-methoxy-phenyl)-2-methyl-acrylic acid ethyl ester), FC(C(=O)O)(F)F (trifluoroacetic acid). Run in C(Cl)Cl (CH2Cl2). Conditions: time 1 hour. Product: C(C)OC(=O)C1(CN(CC1C1=CC(=C(C=C1)OC)OC1CCCC1)CC1=CC=CC=C1)C (1-Benzyl-4-(3-cyclopentyloxy-4-methoxyphenyl)-3-methylpyrrolidine-3-carboxylic Acid Ethyl Ester). The yield is 61.2%. RXN SMILES: CO[CH2:3][N:4]([CH2:12][Si](C)(C)C)[CH2:5][C:6]1[CH:11]=[CH:10][CH:9]=[CH:8][CH:7]=1.[CH2:17]([O:19][C:20](=[O:38])/[C:21](/[CH3:37])=[CH:22]/[C:23]1[CH:28]=[CH:27][C:26]([O:29][CH3:30])=[C:25]([O:31][CH:32]2[CH2:36][CH2:35][CH2:34][CH2:33]2)[CH:24]=1)[CH3:18].FC(F)(F)C(O)=O>C(Cl)Cl>[CH2:17]([O:19][C:20]([C:21]1([CH3:37])[CH:22]([C:23]2[CH:28]=[CH:27][C:26]([O:29][CH3:30])=[C:25]([O:31][CH:32]3[CH2:36][CH2:35][CH2:34][CH2:33]3)[CH:24]=2)[CH2:3][N:4]([CH2:5][C:6]2[CH:7]=[CH:8][CH:9]=[CH:10][CH:11]=2)[CH2:12]1)=[O:38])[CH3:18]. Reported procedure: To a stirred solution of N-methoxymethyl-N-(phenylmethyl)trimethylsilylmethylamine (27 g, 113.7 mmol) and (E)-3-(3-cyclopentyloxy-4-methoxy-phenyl)-2-methyl-acrylic acid ethyl ester (19 g, 62.4 mmol) in CH2Cl2 (50 mL), cooled to 0° C., was added trifluoroacetic acid (1.0 M in CH2Cl2, 22.8 mL, 22.8 mmol). The reaction mixture was stirred at room temperature for 1 hour, then another molar equivalent of N-methoxymethyl-N-(phenylmethyl)trimethylsilylmethylamine (14.8 g, 62.4 mmol) added over 10 minu... The reactants are CN(C)C=O, COC1(OC)CCN(c2ccc(N3CC(CCS(=O)(=O)[O-])OC3=O)cc2)CC1(F)F, [N-]=[N+]=[N-], [Na+], O. Product: COC1(OC)CCN(c2ccc(N3CC(CN=[N+]=[N-])OC3=O)cc2)CC1(F)F. Reaction SMILES: [CH3:36][N:37]([CH3:38])[CH:39]=[O:40].[CH3:5][O:6][C:7]1([O:33][CH3:34])[C:8]([F:31])([F:32])[CH2:9][N:10]([c:13]2[cH:14][cH:15][c:16]([N:19]3[C:20](=[O:30])[O:21][CH:22]([CH2:24][CH2:25][S:26]([O-:27])(=[O:28])=[O:29])[CH2:23]3)[cH:17][cH:18]2)[CH2:11][CH2:12]1.[N-:2]=[N+:3]=[N-:4].[Na+:1].[OH2:35]>>[N:2](=[N+:3]=[N-:4])[CH2:24][CH:22]1[O:21][C:20](=[O:30])[N:19]([c:16]2[cH:15][cH:14][c:13]([N:10]3[CH2:9][C:8]([F:31])([F:32])[C:7]([O:6][CH3:5])([O:33][CH3:34])[CH2:12][CH2:11]3)[cH:18][cH:17]2)[CH2:23]1.